From a dataset of the Open Reaction Database (ORD), a public repository of structured organic reaction records. describe an organic reaction: reactants, conditions, products, and yield The reactants are NC1=C(C=CC=C1C(C1=CC=CC=C1)=O)C(C(=O)N)SC (2-amino-3-benzoyl-α-(methylthio)-phenylacetamide). The reagents and catalysts are [Ni] (Raney nickel). The solvent is O1CCCC1 (tetrahydrofuran). Product: NC1=C(C=CC=C1C(C1=CC=CC=C1)=O)CC(=O)N (2-Amino-3-benzoyl-phenylacetamide). The yield is 73.7%. As a reaction SMILES: [NH2:1][C:2]1[C:7]([C:8](=[O:15])[C:9]2[CH:14]=[CH:13][CH:12]=[CH:11][CH:10]=2)=[CH:6][CH:5]=[CH:4][C:3]=1[CH:16](SC)[C:17]([NH2:19])=[O:18]>O1CCCC1.[Ni]>[NH2:1][C:2]1[C:7]([C:8](=[O:15])[C:9]2[CH:14]=[CH:13][CH:12]=[CH:11][CH:10]=2)=[CH:6][CH:5]=[CH:4][C:3]=1[CH2:16][C:17]([NH2:19])=[O:18]. Procedure: To an agitated solution of 9.7 g (0.032 mole) of 2-amino-3-benzoyl-α-(methylthio)-phenylacetamide in 100 ml of tetrahydrofuran was added 80 g of wet Raney nickel (washed 3 times with water and 3 times with tetrahydrofuran). After 10 minutes the mixture was filtered to remove Raney nickel and the filtrate concentrated under vacuum. The residue was crystallized from isopropyl alcohol to give 6.0 g (73%) of yellow needles, m.p. 178.5°-180.0° C.